Dataset: the Open Reaction Database (ORD), a public repository of structured organic reaction records. Task: describe an organic reaction: reactants, conditions, products, and yield Reactants: Nc1cc(Br)ccc1F, O=C([O-])[O-], CN(C)C=O, ClCCOCCCl, [I-], [K+], [K+], [Na+]. Product: Fc1ccc(Br)cc1N1CCOCC1. Reaction SMILES: [Br:1][c:2]1[cH:3][cH:4][c:5]([F:9])[c:6]([NH2:7])[cH:8]1.[C:12](=[O:13])([O-:14])[O-:15].[CH3:25][N:26]([CH3:27])[CH:28]=[O:29].[Cl:18][CH2:19][CH2:20][O:21][CH2:22][CH2:23][Cl:24].[I-:11].[K+:16].[K+:17].[Na+:10]>>[Br:1][c:2]1[cH:3][cH:4][c:5]([F:9])[c:6]([N:7]2[CH2:19][CH2:20][O:21][CH2:22][CH2:23]2)[cH:8]1. Reactants: ClC=1C=C(NC=2C3=C(N=CN2)NC(=C3)C=O)C=CC1 (4-(3-chloroanilino)-6-formyl-7H-pyrrolo[2,3-d]pyrimidine), N(CCO)CCO (diethanolamine). Reagents/catalysts: CN1CCCN(C1=O)C (DMPU), [Ni] (Raney nickel). Run in C(C)O (ethanol), C(C)(=O)O (acetic acid). Product: ClC=1C=C(NC=2C3=C(N=CN2)NC(=C3)CN(CCO)CCO)C=CC1 (4-(3-chloroanilino)-6-[bis(2-hydroxyethyl)aminomethyl]-7H-pyrrolo[2,3-d]pyrimidine). Reaction SMILES: [Cl:1][C:2]1[CH:3]=[C:4]([CH:17]=[CH:18][CH:19]=1)[NH:5][C:6]1[C:7]2[CH:14]=[C:13]([CH:15]=O)[NH:12][C:8]=2[N:9]=[CH:10][N:11]=1.[NH:20]([CH2:24][CH2:25][OH:26])[CH2:21][CH2:22][OH:23]>C(O)C.CN1C(=O)N(C)CCC1.C(O)(=O)C.[Ni]>[Cl:1][C:2]1[CH:3]=[C:4]([CH:17]=[CH:18][CH:19]=1)[NH:5][C:6]1[C:7]2[CH:14]=[C:13]([CH2:15][N:20]([CH2:24][CH2:25][OH:26])[CH2:21][CH2:22][OH:23])[NH:12][C:8]=2[N:9]=[CH:10][N:11]=1. Procedure details: 109 mg (0.40 mmol) of 4-(3-chloroanilino)-6-formyl-7H-pyrrolo[2,3-d]pyrimidine (stage 1.6) and 84 mg (0.8 mmol) of diethanolamine in 6 ml of ethanol, 60 drops of DMPU and 50 μl of acetic acid are stirred at RT for a few hours. 30 mg of Raney nickel are then added and the mixture is hydrogenated at 50° C. The catalyst is filtered off and the filtrate is evaporated. Column chromatography (SiO2, CH2Cl2/methanol=10:1) and crystallization from ethyl acetate/diethyl ether yields 4-(3-chloroanilino)-6-...